Dataset: the Open Reaction Database (ORD), a public repository of structured organic reaction records. Task: describe an organic reaction: reactants, conditions, products, and yield Reactants: C(C)(=O)NC1=C(C=C(C(=O)OC)C=C1C)Cl (methyl 4-acetamido-3-chloro-5-methylbenzoate), C(C)(=O)OC(C)=O (acetic anhydride), S(O)(O)(=O)=O (sulfuric acid), ice, O (water). The reagents and catalysts are [O-2].[O-2].[O-2].[Cr+6] (chromium trioxide). Run in C(C)(=O)O (acetic acid). Run at temperature 0 celsius, time 2.5 hour. Yields the product C(C)(=O)NC1=C(C=C(C(=O)OC)C=C1C=O)Cl (methyl 4-acetamido-3-chloro-5-formylbenzoate). As a reaction SMILES: [C:1]([NH:4][C:5]1[C:14]([CH3:15])=[CH:13][C:8]([C:9]([O:11][CH3:12])=[O:10])=[CH:7][C:6]=1[Cl:16])(=[O:3])[CH3:2].C(OC(=O)C)(=[O:19])C.S(=O)(=O)(O)O.O>C(O)(=O)C.[O-2].[O-2].[O-2].[Cr+6]>[C:1]([NH:4][C:5]1[C:14]([CH:15]=[O:19])=[CH:13][C:8]([C:9]([O:11][CH3:12])=[O:10])=[CH:7][C:6]=1[Cl:16])(=[O:3])[CH3:2] |f:5.6.7.8|. Reported procedure: To a cooled solution (ice bath) of 10.8 g of methyl 4-acetamido-3-chloro-5-methylbenzoate in 73.8 ml of glacial acetic acid; and 73.8 ml of acetic anhydride were added dropwise 11 mL of concentrated sulfuric acid followed by the portion wise addition of 12.96 g (0.1295 mole) of chromium trioxide over a 25 minute period. The reaction mixture was stirred at 0° C. for 2.5 hours and then poured into a mixture of 612 g of ice and 162 ml of water. The resulting aqueous mixture was extracted with methy... Starting materials: Cc1cc2c(cc1C(=O)Oc1ccc(C(=O)O)cc1)C(C)(C)CC(C)(C)O2, [CH3]. The product is CC1(C)CC(C)(C)c2cc(C(=O)Oc3ccc(C(=O)O)cc3)ccc2O1. As a reaction SMILES: [CH3:1][C:2]1([CH3:27])[O:3][c:4]2[cH:5][c:6]([CH3:26])[c:7]([C:14](=[O:15])[O:16][c:17]3[cH:18][cH:19][c:20]([C:21](=[O:22])[OH:23])[cH:24][cH:25]3)[cH:8][c:9]2[C:10]([CH3:12])([CH3:13])[CH2:11]1.[CH3:28]>>[CH3:1][C:2]1([CH3:27])[O:3][c:4]2[cH:5][cH:6][c:7]([C:14](=[O:15])[O:16][c:17]3[cH:18][cH:19][c:20]([C:21](=[O:22])[OH:23])[cH:24][cH:25]3)[cH:8][c:9]2[C:10]([CH3:12])([CH3:13])[CH2:11]1. The reactants are C(C)[SiH](CC)CC (Triethylsilane), C(CCC)(=O)C=1C=C2CC(NC2=CC1)=O (5-butanoyl-2-oxindole), ice water. Solvent: FC(C(=O)O)(F)F (trifluoroacetic acid). Run at time 3 hour. Product: C(CCC)C=1C=C2CC(NC2=CC1)=O (5-butyl-2-oxindole). Yield: 91.3%. Reaction SMILES: C([SiH](CC)CC)C.[C:8]([C:13]1[CH:14]=[C:15]2[C:19](=[CH:20][CH:21]=1)[NH:18][C:17](=[O:22])[CH2:16]2)(=O)[CH2:9][CH2:10][CH3:11]>FC(F)(F)C(O)=O>[CH2:8]([C:13]1[CH:14]=[C:15]2[C:19](=[CH:20][CH:21]=1)[NH:18][C:17](=[O:22])[CH2:16]2)[CH2:9][CH2:10][CH3:11]. Procedure details: Triethylsilane (2.3 g) was added to 2 g of 5-butanoyl-2-oxindole in 20 ml of trifluoroacetic acid at room temperature and the solution stirred for 3 hours. The reaction was poured into ice water to give a red oil which solidified after standing. The solid was collected by vacuum filtration, washed with water and hexane and dried to give 1.7 g (91% yield) of 5-butyl-2-oxindole as an off-white solid. The reactants are CC1=NN(C(=C1C1=CC=CC=C1)C)C1=CC=C(C=C1)CCNC(OC1=CC=CC=C1)=O (Phenyl 2-[4-(3,5-dimethyl-4-phenyl-1H-pyrazol-1-yl)phenyl]ethylcarbamate), ClC=1C=C(C=CC1)S(=O)(=O)N (3-chlorobenzenesulfonamide). Product: CC1=NN(C(=C1C1=CC=CC=C1)C)C1=CC=C(C=C1)CCNC(=O)NS(=O)(=O)C1=CC(=CC=C1)Cl (N-[({2-[4-(3,5-Dimethyl-4-phenyl-1H-pyrazol-1-yl)phenyl]ethyl}amino)carbonyl]-3-chlorobenzenesulfonamide). RXN SMILES: [CH3:1][C:2]1[C:6]([C:7]2[CH:12]=[CH:11][CH:10]=[CH:9][CH:8]=2)=[C:5]([CH3:13])[N:4]([C:14]2[CH:19]=[CH:18][C:17]([CH2:20][CH2:21][NH:22][C:23](=O)[O:24]C3C=CC=CC=3)=[CH:16][CH:15]=2)[N:3]=1.[Cl:32][C:33]1[CH:34]=[C:35]([S:39]([NH2:42])(=[O:41])=[O:40])[CH:36]=[CH:37][CH:38]=1>>[CH3:1][C:2]1[C:6]([C:7]2[CH:12]=[CH:11][CH:10]=[CH:9][CH:8]=2)=[C:5]([CH3:13])[N:4]([C:14]2[CH:19]=[CH:18][C:17]([CH2:20][CH2:21][NH:22][C:23]([NH:42][S:39]([C:35]3[CH:36]=[CH:37][CH:38]=[C:33]([Cl:32])[CH:34]=3)(=[O:41])=[O:40])=[O:24])=[CH:16][CH:15]=2)[N:3]=1. Reported procedure: The title compound was prepared according to the procedure described in step 2 of Example 22 from phenyl 2-[4-(3,5-dimethyl-4-phenyl-1H-pyrazol-1-yl)phenyl]ethylcarbamate (step 1 of Example 22) and 3-chlorobenzenesulfonamide: 1H-NMR (CDCl3) δ 7.91-7.90 (1H, m), 7.83-7.79 (1H, m), 7.53-7.20 (11H, m), 6.32 (1H, br.s), 3.47-3.40 (2H, m), 2.81 (2H, t, J=6.6 Hz), 2.30 (3H, s), 2.22 (3H, s). The reactants are BrC=1C=C(C=CC1)N1N=C(N=C1)OC(C)C(=O)OCC (1-(3-bromophenyl)-3-(1-ethoxycarbonylethoxy)-1,2,4-1H-triazole), [OH-].[K+] (potassium hydroxide). Run in C(C)O (ethanol). Product: BrC=1C=C(C=CC1)N1N=C(N=C1)OC(C)C(=O)O (1-(3-bromophenyl)-3-(1-carboxyethoxy)-1,2,4-1H-triazole). As a reaction SMILES: [Br:1][C:2]1[CH:3]=[C:4]([N:8]2[CH:12]=[N:11][C:10]([O:13][CH:14]([C:16]([O:18]CC)=[O:17])[CH3:15])=[N:9]2)[CH:5]=[CH:6][CH:7]=1.[OH-].[K+]>C(O)C>[Br:1][C:2]1[CH:3]=[C:4]([N:8]2[CH:12]=[N:11][C:10]([O:13][CH:14]([C:16]([OH:18])=[O:17])[CH3:15])=[N:9]2)[CH:5]=[CH:6][CH:7]=1 |f:1.2|. Reported procedure: A 28.8 g portion of the compound of Example 20 was refluxed for 10 minutes with 9.5 g of potassium hydroxide in 100 ml of ethanol, and the product was collected as shown in Example 22 and recrystallized from ethanol to obtain 21.6 g of the desired product, m.p. 198°-200°. Starting materials: FC(C(=O)O)(F)F (trifluoroacetic acid), C(C)(=O)OC(C)(C)C (t-Butyl acetate), C(C)(C)[N-]C(C)C.[Li+] (lithium diisopropylamide), BrC1=CC=C(CBr)C=C1 (4-bromobenzylbromide). The solvent is O1CCCC1 (tetrahydrofuran). Conditions: time 4 hour. The product is BrC1=CC=C(C=C1)CCC(=O)O (3-(4-Bromophenyl)propionic Acid). Reaction SMILES: [C:1]([O:4]C(C)(C)C)(=[O:3])[CH3:2].C([N-]C(C)C)(C)C.[Li+].[Br:17][C:18]1[CH:25]=[CH:24][C:21]([CH2:22]Br)=[CH:20][CH:19]=1.FC(F)(F)C(O)=O>O1CCCC1>[Br:17][C:18]1[CH:25]=[CH:24][C:21]([CH2:22][CH2:2][C:1]([OH:4])=[O:3])=[CH:20][CH:19]=1 |f:1.2|. Reported procedure: t-Butyl acetate (159 mL, 1180 mmol) was added to lithium diisopropylamide (941 mmol) in tetrahydrofuran at -78° C. followed by 4-bromobenzylbromide (200 g, 784 mmol). The bath temperature was kept at -15° C. for 4 hours whereupon the reaction was quenched with ammonium chloride. The mixture was extracted with diethyl ether and the organic layer was washed with dilute hydrochloric acid, water, and brine, drying with sodium sulfate to yield a pale oil. This was refluxed with trifluoroacetic acid (... As a reaction SMILES: [N:1]([C@@H:4]([C@@H:19]([C:27]1[CH:32]=[CH:31][CH:30]=[C:29]([F:33])[CH:28]=1)[C:20]1[CH:25]=[CH:24][C:23]([F:26])=[CH:22][CH:21]=1)[C:5](N1[C@@H](C2C=CC=CC=2)COC1=O)=[O:6])=[N+:2]=[N-:3].OO.[Li+].[OH-].S([O-])([O-])=[O:39].[Na+].[Na+].C([O-])(O)=O.[Na+]>C1COCC1.O>[N:1]([C@@H:4]([C@@H:19]([C:27]1[CH:32]=[CH:31][CH:30]=[C:29]([F:33])[CH:28]=1)[C:20]1[CH:21]=[CH:22][C:23]([F:26])=[CH:24][CH:25]=1)[C:5]([OH:6])=[O:39])=[N+:2]=[N-:3] |f:2.3,4.5.6,7.8|. Starting materials: OO (hydrogen peroxide), solution, [Li+].[OH-] (LiOH), S(=O)([O-])[O-].[Na+].[Na+] (sodium sulfite), C(=O)(O)[O-].[Na+] (NaHCO3), N(=[N+]=[N-])[C@H](C(=O)N1C(OC[C@@H]1C1=CC=CC=C1)=O)[C@H](C1=CC=C(C=C1)F)C1=CC(=CC=C1)F ((4S)-3-[(2S,3R)-2-azido-3-(3-fluorophenyl)-3-(4-fluorophenyl)propanoyl]-4-phenyl-1,3-oxazolidin-2-one), solution. Procedure details: A solution of the product from step 3 (0.7 g, 1.6 mmol) in 15 mL of THF and 5 mL of water was cooled to 0° C. in an ice-water bath. To the stirred solution was added hydrogen peroxide (0.7 mL of a 30% solution in water, 7 mmol) and LiOH (75 mg, 3.1 mmol), and the mixture was stirred at 0° C. for 45 min. The reaction was quenched by the addition of a solution of sodium sulfite (0.8 g, 7 mmol) in 5 mL of water, followed by a 0.5 M solution of aqueous NaHCO3 (16 mL, 8 mmol). The stirred mixture was... Run in O (water), O (water), C1CCOC1 (THF), C1CCOC1 (THF), O (water). The product is N(=[N+]=[N-])[C@H](C(=O)O)[C@H](C1=CC=C(C=C1)F)C1=CC(=CC=C1)F ((2S,3R)-2-azido-3-(3-fluorophenyl)-3-(4-fluorophenyl)propanoic acid). Conditions: temperature 0 celsius, time 45 minute.